This data is from the Open Reaction Database (ORD), a public repository of structured organic reaction records. The task is: describe an organic reaction: reactants, conditions, products, and yield The reactants are COC(=O)C1C(CCCCC1)=NO (2-methoxycarbonyl-cycloheptanone-oxime), ClC1=CC=C2C(=CC(=NC2=C1)N)N1CCNCC1 (7-chloro-4-(1-piperazinyl)-2-quinolinamine), ClC(=O)OC1=CC=C(C=C1)[N+](=O)[O-] (4-nitrophenyl chloroformate), C(C)(C)N(CC)C(C)C (diisopropyl(ethyl)amine). Yields the product NC1=NC2=CC(=CC=C2C(=C1)N1CCN(CC1)C(=O)ON=C1C(CCCCC1)C(=O)OC)Cl (2-[[[[4-(2-Amino-7-chloro-4-quinolinyl)-1-piperazinyl]carbonyl]oxy]imino]-cycloheptanecarboxylic acid, methyl ester). As a reaction SMILES: [CH3:1][O:2][C:3]([CH:5]1[CH2:11][CH2:10][CH2:9][CH2:8][CH2:7][C:6]1=[N:12][OH:13])=[O:4].Cl[C:15](OC1C=CC([N+]([O-])=O)=CC=1)=[O:16].C(N(C(C)C)CC)(C)C.[Cl:36][C:37]1[CH:46]=[C:45]2[C:40]([C:41]([N:48]3[CH2:53][CH2:52][NH:51][CH2:50][CH2:49]3)=[CH:42][C:43]([NH2:47])=[N:44]2)=[CH:39][CH:38]=1>>[NH2:47][C:43]1[CH:42]=[C:41]([N:48]2[CH2:53][CH2:52][N:51]([C:15]([O:13][N:12]=[C:6]3[CH2:7][CH2:8][CH2:9][CH2:10][CH2:11][CH:5]3[C:3]([O:2][CH3:1])=[O:4])=[O:16])[CH2:50][CH2:49]2)[C:40]2[C:45](=[CH:46][C:37]([Cl:36])=[CH:38][CH:39]=2)[N:44]=1. Reported procedure: As described for 78, 2-methoxycarbonyl-cycloheptanone-oxime, 4-nitrophenyl chloroformate, diisopropyl(ethyl)amine, and 7-chloro-4-(1-piperazinyl)-2-quinolinamine are reacted to afford the product. LC-MS: 474 (M++1). 1H NMR (CDCl3) δ 7.75 (d, 1H), 7.60 (s, 1H), 7.18 (d, 1H), 6.15 (s, 1H), 4.80 (s, 2H), 3.80 (m, 5H), 3.75 (s, 3H), 3.15 (m, 4H), 2.90 (m, 1H), 2.40 (m, 1H), 2.05 (m, 2H), 1.72 (m, 2H), 1.60 (m, 3H), 1.45 (m, 1H). The reactants are C(C(CO)(CO)N)O (Tris), C(CN(CC(=O)O)CC(=O)O)N(CC(=O)O)CC(=O)O (EDTA), [Na+].[Cl-] (NaCl), C=C(C(=O)[O-])O[C@@H]1C=C(C=C[C@H]1O)C(=O)[O-].[Ba+2] (barium chorismate). Yields the product C1=CC(=CC=C1C(=O)O)O (pHBA). Reaction SMILES: C(O)C(N)(CO)CO.C(N(CC(O)=O)CC(O)=O)CN(CC(O)=O)CC(O)=O.[Na+].[Cl-].C=C(O[C@H:37]1[C@H:42]([OH:43])[CH:41]=[CH:40][C:39]([C:44]([O-:46])=[O:45])=[CH:38]1)C([O-])=O.[Ba+2]>>[CH:40]1[C:39]([C:44]([OH:46])=[O:45])=[CH:38][CH:37]=[C:42]([OH:43])[CH:41]=1 |f:2.3,4.5|. Procedure: CPL enzyme assays were conducted as follows. The basic reaction mixture (final volume, 500 μl) contained 50 mM Tris pH 8.0 (at 37° C.), 10 mM EDTA, 200 mM NaCl, and 150 μM of purified barium chorismate (Siebert et al. Microbiology 140:897-904 (1994)). Following a 5-min incubation period at 37° C., reactions were initiated with tobacco leaf extract that contained 50 μg of protein. Reactions were terminated after 2 min at 37° C. with 0.3 ml of 0.75 M sodium acetate (pH 4), and the amount of pHBA t... Starting materials: Cl (hydrochloric acid), C(=O)C1CN(CCC1)C=1N=C2N(C(C1CCC(=O)OC)=O)C=CC(=C2)CCC=2SC=C(N2)C(C)C (methyl 3-{2-(3-formylpiperidino)-8-[2-(4-isopropyl-1,3-thiazol-2-yl)ethyl]-4-oxo-4H-pyrido[1,2-a]pyrimidin-3-yl}propanoate), C(=O)C1CN(CCC1)C=1N=C2N(C(C1CCC(=O)OC)=O)C=CC(=C2)CCC=2SC=C(N2)C(C)C (Methyl 3-{2-(3-formylpiperidino)-8-[2-(4-isopropyl-1,3-thiazol-2-yl)ethyl]-4-oxo-4H-pyrido[1,2-a]pyrimidin-3-yl}propanoate), O.[OH-].[Li+] (lithium hydroxide monohydrate). Run in CO (methanol), O1CCCC1 (tetrahydrofuran), O (water). Conditions: time 8 hour. The product is C(=O)C1CN(CCC1)C=1N=C2N(C(C1CCC(=O)O)=O)C=CC(=C2)CCC=2SC=C(N2)C(C)C (3-{2-(3-Formylpiperidino)-8-[2-(4-isopropyl-1,3-thiazol-2-yl)ethyl]-4-oxo-4H-pyrido-[1,2-a]pyrimidin-3-yl}propanoic acid). Isolated yield 68.9%. Reaction SMILES: [CH:1]([CH:3]1[CH2:8][CH2:7][CH2:6][N:5]([C:9]2[N:10]=[C:11]3[CH:25]=[C:24]([CH2:26][CH2:27][C:28]4[S:29][CH:30]=[C:31]([CH:33]([CH3:35])[CH3:34])[N:32]=4)[CH:23]=[CH:22][N:12]3[C:13](=[O:21])[C:14]=2[CH2:15][CH2:16][C:17]([O:19]C)=[O:18])[CH2:4]1)=[O:2].O.[OH-].[Li+].Cl>CO.O1CCCC1.O>[CH:1]([CH:3]1[CH2:8][CH2:7][CH2:6][N:5]([C:9]2[N:10]=[C:11]3[CH:25]=[C:24]([CH2:26][CH2:27][C:28]4[S:29][CH:30]=[C:31]([CH:33]([CH3:35])[CH3:34])[N:32]=4)[CH:23]=[CH:22][N:12]3[C:13](=[O:21])[C:14]=2[CH2:15][CH2:16][C:17]([OH:19])=[O:18])[CH2:4]1)=[O:2] |f:1.2.3|. Reported procedure: The methyl 3-{2-(3-formylpiperidino)-8-[2-(4-isopropyl-1,3-thiazol-2-yl)ethyl]-4-oxo-4H-pyrido[1,2-a]pyrimidin-3-yl}propanoate (23.1 mg, 0.0451 mmol) obtained in (B) was dissolved in a mixed solution of methanol, tetrahydrofuran and water (1:1:1, 3 ml), added with lithium hydroxide monohydrate (3.8 mg, 0.0901 mmol), and stirred overnight at room temperature. The reaction mixture was added with 1 N hydrochloric acid (0.091 ml) to neutralize the system, and then the solvent was evaporated. The res... The reactants are BrCC=Cc1ccccc1, Cc1noc(-c2ccc(CC(=O)c3ccccc3)cc2)n1, [H-], [Na+], CN(C)C=O. Yields the product Cc1noc(-c2ccc(C(CC=Cc3ccccc3)C(=O)c3ccccc3)cc2)n1. Reaction SMILES: [CH2:24]([CH:25]=[CH:26][c:27]1[cH:28][cH:29][cH:30][cH:31][cH:32]1)[Br:33].[CH3:1][c:2]1[n:3][o:4][c:5](-[c:7]2[cH:8][cH:9][c:10]([CH2:13][C:14](=[O:15])[c:16]3[cH:17][cH:18][cH:19][cH:20][cH:21]3)[cH:11][cH:12]2)[n:6]1.[H-:23].[Na+:22].[O:34]=[CH:35][N:36]([CH3:37])[CH3:38]>>[CH3:1][c:2]1[n:3][o:4][c:5](-[c:7]2[cH:8][cH:9][c:10]([CH:13]([C:14](=[O:15])[c:16]3[cH:17][cH:18][cH:19][cH:20][cH:21]3)[CH2:24][CH:25]=[CH:26][c:27]3[cH:28][cH:29][cH:30][cH:31][cH:32]3)[cH:11][cH:12]2)[n:6]1. Starting materials: crude product, C(C)OC(=O)C=1C(N(C(=CC1)CO)C1=CC=CC=C1)=O (1,2-dihydro-6-hydroxymethyl-2-oxo-1-phenylpyridine-3-carboxylic acid ethyl ester), P(Br)(Br)Br (phosphorus tribromide), C([O-])([O-])=O.[K+].[K+] (potassium carbonate), C(CC)S (propyl mercaptan). Solvent: CN(C)C=O (N,N′-dimethylformamide), O (water), O (water), ClCCl (dichloromethane). Yields the product C(C)OC(=O)C=1C(N(C(=CC1)CSCCC)C1=CC=CC=C1)=O (1,2-dihydro-2-oxo-1-phenyl-6-(n-propylthiomethyl)pyridine-3-carboxylic acid ethyl ester). Isolated yield 25.2%. RXN SMILES: [CH2:1]([O:3][C:4]([C:6]1[C:7](=[O:20])[N:8]([C:14]2[CH:19]=[CH:18][CH:17]=[CH:16][CH:15]=2)[C:9]([CH2:12]O)=[CH:10][CH:11]=1)=[O:5])[CH3:2].P(Br)(Br)Br.C(=O)([O-])[O-].[K+].[K+].[CH2:31]([SH:34])[CH2:32][CH3:33]>ClCCl.CN(C=O)C.O>[CH2:1]([O:3][C:4]([C:6]1[C:7](=[O:20])[N:8]([C:14]2[CH:19]=[CH:18][CH:17]=[CH:16][CH:15]=2)[C:9]([CH2:12][S:34][CH2:31][CH2:32][CH3:33])=[CH:10][CH:11]=1)=[O:5])[CH3:2] |f:2.3.4|. Reported procedure: 1,2-dihydro-6-hydroxymethyl-2-oxo-1-phenylpyridine-3-carboxylic acid ethyl ester (5.0 g, 18 mmol) was dissolved in dichloromethane (100 mL), and phosphorus tribromide (1.95 g, 7.2 mol) was added to this solution at −20° C. under a nitrogen atmosphere. The mixture was allowed to react for 4 hours. The reaction mixture was poured into water and a liquid separation was subjected. The organic layer was washed with an aqueous sodium bicarbonate solution and water, dried, and concentrated to obtain 3....